Dataset: the Open Reaction Database (ORD), a public repository of structured organic reaction records. Task: describe an organic reaction: reactants, conditions, products, and yield Reactants: C(Cl)Cl (DCM), N1(CCOCC1)C=1C=C(C=C(C1)S(F)(F)(F)(F)F)C(C)=O (1-[3-Morpholin-4-yl-5-(pentafluorosulfanyl)phenyl]ethanone), C(CC(O)(C(=O)O)CC(=O)O)(=O)O (citric acid), [Br-].[Br-].[Br-].C1(=CC=CC=C1)[N+](C)(C)C.C1(=CC=CC=C1)[N+](C)(C)C.C1(=CC=CC=C1)[N+](C)(C)C (phenyltrimethylammonium tribromide). Solvent: CO.C1CCOC1 (methanol THF). Run at time 27 hour. Product: BrCC(=O)C1=CC(=CC(=C1)S(F)(F)(F)(F)F)N1CCOCC1 (2-Bromo-1-[3-morpholin-4-yl-5-(pentafluorosulfanyl)phenyl]ethanone). The yield is 109.5%. As a reaction SMILES: [N:1]1([C:7]2[CH:8]=[C:9]([C:19](=[O:21])[CH3:20])[CH:10]=[C:11]([S:13]([F:18])([F:17])([F:16])([F:15])[F:14])[CH:12]=2)[CH2:6][CH2:5][O:4][CH2:3][CH2:2]1.[Br-:22].[Br-].[Br-].C1([N+](C)(C)C)C=CC=CC=1.C1([N+](C)(C)C)C=CC=CC=1.C1([N+](C)(C)C)C=CC=CC=1.C(O)(=O)CC(CC(O)=O)(C(O)=O)O.C(Cl)Cl>CO.C1COCC1>[Br:22][CH2:20][C:19]([C:9]1[CH:10]=[C:11]([S:13]([F:15])([F:14])([F:16])([F:17])[F:18])[CH:12]=[C:7]([N:1]2[CH2:6][CH2:5][O:4][CH2:3][CH2:2]2)[CH:8]=1)=[O:21] |f:1.2.3.4.5.6,9.10|. Procedure details: 1-[3-Morpholin-4-yl-5-(pentafluorosulfanyl)phenyl]ethanone (O2.044; 1.1 g) was dissolved in methanol/THF (20/20 ml) and admixed while stirring with phenyltrimethylammonium tribromide (1.25 g). After stirring at RT for 27 h, 50 ml of 20% citric acid were added and the mixture was stirred for 1 h. After adding DCM (100 ml), the DCM phase was removed, dried and concentrated. The residue was dissolved in acetonitrile (100 ml), and 2 N sulfuric acid (20 ml) was added to the solution. After stirring a... Starting materials: COC=1C=C(C(=O)Cl)C=C(C1OC)OC (3,4,5-trimethoxybenzoyl chloride), C(C1=CC=C(C=C1)OC)(=O)[C@@]([C@@](C(=O)O)(O)C(C1=CC=C(C=C1)OC)=O)(O)C(=O)O.C1(=CC=CC=C1)C1(CNCC1)CCO ((−)-3-phenyl-3-(2-hydroxyethyl)pyrrolidine (R,R)-di-p-anisoyltartaric acid salt), O (water), C([O-])([O-])=O.[K+].[K+] (potassium carbonate). Solvent: CC(=O)C (acetone), CC(=O)C (acetone). Run at temperature 0 celsius, time 30 minute. Product: COC=1C=C(C(=O)N2CC(CC2)(CCO)C2=CC=CC=C2)C=C(C1OC)OC (1-(3,4,5-trimethoxybenzoyl)-3-phenyl-3-(2-hydroxyethyl)pyrrolidine). Reaction SMILES: C([C@](C(O)=O)(O)[C@](C(=O)C1C=CC(OC)=CC=1)(O)C(O)=O)(=O)C1C=CC(OC)=CC=1.[C:31]1([C:37]2([CH2:42][CH2:43][OH:44])[CH2:41][CH2:40][NH:39][CH2:38]2)[CH:36]=[CH:35][CH:34]=[CH:33][CH:32]=1.O.C(=O)([O-])[O-].[K+].[K+].[CH3:52][O:53][C:54]1[CH:55]=[C:56]([CH:60]=[C:61]([O:65][CH3:66])[C:62]=1[O:63][CH3:64])[C:57](Cl)=[O:58]>CC(C)=O>[CH3:66][O:65][C:61]1[CH:60]=[C:56]([CH:55]=[C:54]([O:53][CH3:52])[C:62]=1[O:63][CH3:64])[C:57]([N:39]1[CH2:40][CH2:41][C:37]([C:31]2[CH:32]=[CH:33][CH:34]=[CH:35][CH:36]=2)([CH2:42][CH2:43][OH:44])[CH2:38]1)=[O:58] |f:0.1,3.4.5|. Procedure details: Combine (−)-3-phenyl-3-(2-hydroxyethyl)pyrrolidine (R,R)-di-p-anisoyltartaric acid salt (3.95 g, 6.48 mmol) and acetone (20 mL), water (6 mL), and potassium carbonate (2.70 g, 19.5 mmol). Cool to 0° C. in an ice bath. After 30 minutes, add dropwise a solution of 3,4,5-trimethoxybenzoyl chloride (1.71 9, 7.4 mmol) in acetone (20 mL). Warm to ambient temperature. After 18 hours, partition the reaction mixture between ethyl acetate and saturated aqueous sodium bicarbonate solution. Separate the org... Starting materials: CC=1C=CC(=CC1)C(=O)O (p-toluic acid), C(C1=CC=C(C(=O)[O-])C=C1)(=O)OC (monomethyl terephthalate), C1(=CC=C(C=C1)C(=O)OC)C (methyl p-toluate), C(C1=CC=C(C(=O)OC)C=C1)(=O)OC (dimethyl terephthalate), O=O (oxygen). Solvent: CC=1C=CC(=CC1)C (p-xylene), CO (methanol), CC=1C=CC(=CC1)C (p-xylene), CO (methanol). The product is C1(=CC=C(C=C1)C(=O)[O-])C (p-toluate), C(C1=CC=C(C(=O)OC)C=C1)(=O)OC (dimethyl terephthalate). RXN SMILES: [C:1]([O:13][CH3:14])(=[O:12])[C:2]1[CH:11]=[CH:10][C:5]([C:6]([O:8][CH3:9])=[O:7])=[CH:4][CH:3]=1.O=O.C1(C)C=CC(C(OC)=O)=CC=1.CC1C=CC(C(O)=O)=CC=1.C(OC)(=O)C1C=CC(C([O-])=O)=CC=1>CO.CC1C=CC(C)=CC=1>[C:2]1([CH3:1])[CH:11]=[CH:10][C:5]([C:6]([O-:8])=[O:7])=[CH:4][CH:3]=1.[C:6]([O:8][CH3:9])(=[O:7])[C:5]1[CH:10]=[CH:11][C:2]([C:1]([O:13][CH3:14])=[O:12])=[CH:3][CH:4]=1. Reported procedure: A process for the production of dimethyl terephthalate from p-xylene and methanol by oxidation in a reactor, in the liquid phase with atmospheric oxygen in the presence of dissolved heavy metal compounds as a catalyst, of a mixture of p-xylene and a fraction containing predominantly methyl p-toluate, which fraction is recycled into the oxidation, to obtain an oxidation product containing primarily p-toluic acid and monomethyl terephthalate, at a temperature of 140°-170° C. and under a pressure o... Reactants: ClC1=C2C(C(NC2=C(C=C1)OC)=O)=[N+]=[N-] (4-chloro-7-methoxy-3-diazooxindole), C(C#C)O (propargyl alcohol), crude product. Run in C(C)OCC (ethyl ether), C(C)O (ethanol). The product is ClC=1C=2C=3N(C(NC2C(=CC1)OC)=O)N=C(C3)CO (10-Chloro-7-methoxy-2-(hydroxymethyl)pyrazolo-[1,5-c]quinazolin-5(6H)-one). Isolated yield 63.9%. Reaction SMILES: [Cl:1][C:2]1[CH:10]=[CH:9][C:8]([O:11][CH3:12])=[C:7]2[C:3]=1[C:4](=[N+:14]=[N-:15])[C:5](=[O:13])[NH:6]2.[CH2:16]([OH:19])[C:17]#[CH:18]>C(OCC)C.C(O)C>[Cl:1][C:2]1[C:3]2[C:4]3[N:14]([N:15]=[C:17]([CH2:16][OH:19])[CH:18]=3)[C:5](=[O:13])[NH:6][C:7]=2[C:8]([O:11][CH3:12])=[CH:9][CH:10]=1. Procedure: 2.0 g (0.0089 mole) of the 4-chloro-7-methoxy-3-diazooxindole (prepared in part B) and 10.3 g of 97% propargyl alcohol are refluxed under argon for 4 hours and cooled. The reaction mixture is diluted with 200 ml of ethyl ether and stirred for ~20 minutes and cream-colored precipitates are filtered off. Yield: 2.53 g, m.p. 221°-222°; quantitative crude yield (theor.: 2.49 g). This crude product is taken up in 200 ml absolute ethanol, the clear solution filtered while hot and the filtrate concentr... Reactants: C1(=CC=C(C=C1)S(=O)(=O)Cl)C (p-toluenesulphonyl chloride), C1CCC2=CC(=CC=C12)NC([C@H]1N(C[C@H](C1)O)C(=O)OC(C)(C)C)=O (cis-4-hydroxy-N-tert-butoxycarbonyl-L-proline 5-indanylamide), C1(=CC=C(C=C1)S(=O)(=O)Cl)C (p-toluenesulphonyl chloride). The reagents and catalysts are CN(C1=CC=NC=C1)C (4-Dimethylaminopyridine), CN(C1=CC=NC=C1)C (4-dimethylaminopyridine). The solvent is ClCCl (dichloromethane). Reaction conditions: time 6 hour. Product: C1CCC2=CC(=CC=C12)NC([C@H]1N(C[C@H](C1)OS(=O)(=O)C1=CC=C(C=C1)C)C(=O)OC(C)(C)C)=O (cis-4-p-Toluenesulphonyloxy-N-tert-Butoxycarbonyl-L-Proline 5-Indanylamide). Yield: 88.3%. Reaction SMILES: [C:1]1([CH3:11])[CH:6]=[CH:5][C:4]([S:7](Cl)(=[O:9])=[O:8])=[CH:3][CH:2]=1.[CH2:12]1[C:20]2[C:15](=[CH:16][C:17]([NH:21][C:22](=[O:36])[C@@H:23]3[CH2:27][C@H:26]([OH:28])[CH2:25][N:24]3[C:29]([O:31][C:32]([CH3:35])([CH3:34])[CH3:33])=[O:30])=[CH:18][CH:19]=2)[CH2:14][CH2:13]1>CN(C)C1C=CN=CC=1.ClCCl>[CH2:12]1[C:20]2[C:15](=[CH:16][C:17]([NH:21][C:22](=[O:36])[C@@H:23]3[CH2:27][C@H:26]([O:28][S:7]([C:4]4[CH:5]=[CH:6][C:1]([CH3:11])=[CH:2][CH:3]=4)(=[O:9])=[O:8])[CH2:25][N:24]3[C:29]([O:31][C:32]([CH3:33])([CH3:35])[CH3:34])=[O:30])=[CH:18][CH:19]=2)[CH2:14][CH2:13]1. Procedure details: 4-Dimethylaminopyridine (4.1 g) and p-toluenesulphonyl chloride (4.8 g) were added to a solution of cis-4-hydroxy-N-tert-butoxycarbonyl-L-proline 5-indanylamide (B, 5.8 g) in dichloromethane (85 mL) at 0° C. After stirring at room temperature for 6 hr, additional 4-dimethylaminopyridine (1.0 g) and p-toluenesulphonyl chloride (1.6 g) were added. The resulting solution was stirred at room temperature for 19 hr, and the solvent was evaporated in vacuo. The residue was diluted with ethyl acetate, a... Starting materials: ClC1=C(C=C(C=C1)Cl)[N+](=O)[O-] (2,5-dichloronitrobenzene), ClC1=CC=C(CN)C=C1 (4-chlorobenzylamine). Run in O (water). The product is ClC1=CC=C(C=C1)CNC1=C(C=C(C=C1)Cl)[N+](=O)[O-] (2-(4-chlorophenylmethylamino)-5-chloronitrobenzene). The yield is 57.6%. As a reaction SMILES: Cl[C:2]1[CH:7]=[CH:6][C:5]([Cl:8])=[CH:4][C:3]=1[N+:9]([O-:11])=[O:10].[Cl:12][C:13]1[CH:20]=[CH:19][C:16]([CH2:17][NH2:18])=[CH:15][CH:14]=1>O>[Cl:12][C:13]1[CH:20]=[CH:19][C:16]([CH2:17][NH:18][C:2]2[CH:7]=[CH:6][C:5]([Cl:8])=[CH:4][C:3]=2[N+:9]([O-:11])=[O:10])=[CH:15][CH:14]=1. Procedure details: 25 g of 2,5-dichloronitrobenzene and 36.9 g of 4-chlorobenzylamine are heated for two hours at 135° C., it being necessary for the temperature always to be kept below 140° C. After cooling, the mixture is taken up with water and extracted with ethyl acetate. After drying over magnesium sulfate and evaporation under vacuum, the residue is taken up with ether and the crystals obtained are filtered off and washed with ether to give 22.3 g of 2-(4-chlorophenylmethylamino)-5-chloronitrobenzene in the... The reactants are C(C)(C)(C)OC(=O)N1CCCC2=CC(=CC=C12)CCCCCOS(=O)(=O)C (6-(5-Methanesulfonyloxy-pentyl)-3,4-dihydro-2H-quinoline-1-carboxylic acid tert-butyl ester), C(C=C)CN (N-allylmethylamine), CN(C)C=O (DMF). Reaction conditions: temperature 70 celsius, time 2 hour. Product: C(C)(C)(C)OC(=O)N1CCCC2=CC(=CC=C12)CCCCCN(C)CC=C (6-[5-(Allyl-methyl-amino)-pentyl]-3,4-dihydro-2H-quinoline-1-carboxylic acid tert-butyl ester). The yield is 89.0%. As a reaction SMILES: [C:1]([O:5][C:6]([N:8]1[C:17]2[C:12](=[CH:13][C:14]([CH2:18][CH2:19][CH2:20][CH2:21][CH2:22]OS(C)(=O)=O)=[CH:15][CH:16]=2)[CH2:11][CH2:10][CH2:9]1)=[O:7])([CH3:4])([CH3:3])[CH3:2].[CH2:28]([CH2:31][NH2:32])[CH:29]=C.[CH3:33]N(C=O)C>>[C:1]([O:5][C:6]([N:8]1[C:17]2[C:12](=[CH:13][C:14]([CH2:18][CH2:19][CH2:20][CH2:21][CH2:22][N:32]([CH2:31][CH:28]=[CH2:29])[CH3:33])=[CH:15][CH:16]=2)[CH2:11][CH2:10][CH2:9]1)=[O:7])([CH3:4])([CH3:3])[CH3:2]. Reported procedure: To 560 mg (1.4 mmol) 6-(5-Methanesulfonyloxy-pentyl)-3,4-dihydro-2H-quinoline-1-carboxylic acid tert-butyl ester in 5 ml DMF were added 2.5 ml (26.0 mmol) N-allylmethylamine. The solution was stirred at 70° C. for 2 h, concentrated and dissolved in water and CH2Cl2. 2M NaOH was added and the inorganic phase was extracted with CH2Cl2. The organic phase was washed with water and dried over Na2SO4. Purification by column chromatography with CH2Cl2/MeOH 20:1 yielded 470 mg (89%) 6-[5-(Allyl-methyl-a... Starting materials: NC=1N=C(C/2=C(N1)C[C@@H](N\C2=N/OCC[C@@H](C(=O)OC)O[Si](C)(C)C(C)(C)C)C2=C(C=C(C=C2)F)Br)C ((S)-methyl 4-((Z)—((R)-2-amino-7-(2-bromo-4-fluorophenyl)-4-methyl-7,8-dihydropyrido[4,3-d]pyrimidin-5(6H)-ylidene)aminooxy)-2-(tert-butyldimethylsilyloxy)butanoate), B1(OCCN(CCO1)C2=CC=CC=C2)C3=NC(=CC=C3)OC (6-methoxypyridine-2-boronic acid N-phenyldiethanolamine ester), C(=O)([O-])[O-].[Na+].[Na+] (Na2CO3). The reagents and catalysts are C1=CC=C(C=C1)P([C-]2C=CC=C2)C3=CC=CC=C3.C1=CC=C(C=C1)P([C-]2C=CC=C2)C3=CC=CC=C3.Cl[Pd]Cl.[Fe+2] (Pd(dppf)2Cl2). Solvent: CC(=O)N(C)C (DMA). Conditions: temperature 85 celsius. Product: NC=1N=C(C/2=C(N1)C[C@@H](N\C2=N/OCC[C@@H](C(=O)OC)O[Si](C)(C)C(C)(C)C)C2=C(C=C(C=C2)F)C2=NC(=CC=C2)OC)C ((S)-methyl 4-((Z)—((R)-2-amino-7-(4-fluoro-2-(6-methoxypyridin-2-yl)phenyl)-4-methyl-7,8-dihydropyrido[4,3-d]pyrimidin-5(6H)-ylidene)aminooxy)-2-(tert-butyldimethylsilyloxy)butanoate). RXN SMILES: [NH2:1][C:2]1[N:3]=[C:4]([CH3:37])[C:5]2=[C:6]([CH2:8][C@H:9]([C:29]3[CH:34]=[CH:33][C:32]([F:35])=[CH:31][C:30]=3Br)[NH:10]/[C:11]/2=[N:12]\[O:13][CH2:14][CH2:15][C@H:16]([O:21][Si:22]([C:25]([CH3:28])([CH3:27])[CH3:26])([CH3:24])[CH3:23])[C:17]([O:19][CH3:20])=[O:18])[N:7]=1.B1([C:52]2[CH:57]=[CH:56][CH:55]=[C:54]([O:58][CH3:59])[N:53]=2)OCCN(C2C=CC=CC=2)CCO1.C([O-])([O-])=O.[Na+].[Na+]>CC(N(C)C)=O.C1C=CC(P(C2C=CC=CC=2)[C-]2C=CC=C2)=CC=1.C1C=CC(P(C2C=CC=CC=2)[C-]2C=CC=C2)=CC=1.Cl[Pd]Cl.[Fe+2]>[NH2:1][C:2]1[N:3]=[C:4]([CH3:37])[C:5]2=[C:6]([CH2:8][C@H:9]([C:29]3[CH:34]=[CH:33][C:32]([F:35])=[CH:31][C:30]=3[C:52]3[CH:57]=[CH:56][CH:55]=[C:54]([O:58][CH3:59])[N:53]=3)[NH:10]/[C:11]/2=[N:12]\[O:13][CH2:14][CH2:15][C@H:16]([O:21][Si:22]([C:25]([CH3:28])([CH3:27])[CH3:26])([CH3:24])[CH3:23])[C:17]([O:19][CH3:20])=[O:18])[N:7]=1 |f:2.3.4,6.7.8.9|. Procedure: To a solution of (S)-methyl 4-((Z)—((R)-2-amino-7-(2-bromo-4-fluorophenyl)-4-methyl-7,8-dihydropyrido[4,3-d]pyrimidin-5(6H)-ylidene)aminooxy)-2-(tert-butyldimethylsilyloxy)butanoate (91 g, 244 mg, 0.41 mmol) in DMA was added 6-methoxypyridine-2-boronic acid N-phenyldiethanolamine ester (488 mg, 1.64 mmol), Pd(dppf)2Cl2 (66 mg, 0.08 mmol), and 2 N Na2CO3 (2 mL, 4.1 mmol). The resultant mixture was degassed with N2 for 5 min then heated in a sealed tube at 85° C. for 14 h. The reaction was allowed... Reactants: CO, C[O-], CC(=O)SC1COC(CS(=O)(=O)c2ccc(F)cc2)C1, [Na+], C1CCOC1. Yields the product O=S(=O)(CC1CC(S)CO1)c1ccc(F)cc1. As a reaction SMILES: [CH3:21][OH:22].[CH3:23][O-:24].[F:1][c:2]1[cH:3][cH:4][c:5]([S:8](=[O:9])(=[O:10])[CH2:11][CH:12]2[CH2:13][CH:14]([S:17][C:18](=[O:19])[CH3:20])[CH2:15][O:16]2)[cH:6][cH:7]1.[Na+:25].[O:26]1[CH2:27][CH2:28][CH2:29][CH2:30]1>>[F:1][c:2]1[cH:3][cH:4][c:5]([S:8](=[O:9])(=[O:10])[CH2:11][CH:12]2[CH2:13][CH:14]([SH:17])[CH2:15][O:16]2)[cH:6][cH:7]1.